This data is from the Open Reaction Database (ORD), a public repository of structured organic reaction records. The task is: describe an organic reaction: reactants, conditions, products, and yield Starting materials: [Cl-].[Al+3].[Cl-].[Cl-] (aluminum chloride), solution, ClC(C)(CCC(C)(C)Cl)C (2,5-dichloro-2,5-dimethylhexane), C=1(C(=CC=CC1)C)C (orthoxylene). Yields the product CC1=CC=2C(CCC(C2C=C1C)(C)C)(C)C (2,3,5,5,8,8-hexamethyl-5,6,7,8-tetrahydronaphthalene). As a reaction SMILES: [Cl-].[Al+3].[Cl-].[Cl-].Cl[C:6]([CH3:14])([CH2:8][CH2:9][C:10](Cl)([CH3:12])[CH3:11])[CH3:7].[C:15]1([CH3:22])[C:16]([CH3:21])=[CH:17][CH:18]=[CH:19][CH:20]=1>>[CH3:22][C:15]1[C:16]([CH3:21])=[CH:17][C:18]2[C:10]([CH3:12])([CH3:11])[CH2:9][CH2:8][C:6]([CH3:14])([CH3:7])[C:19]=2[CH:20]=1 |f:0.1.2.3|. Procedure details: 7 g of aluminum chloride was added by portions to 200 ml solution of 50 g 2,5-dichloro-2,5-dimethylhexane in orthoxylene at 0° C. under stirring. After the mixture was stirred at the same temperature for 15 minutes, it was poured into ice-cold water and extracted with ethyl acetate. The organic layer was washed with brine, dried over anhydrous magnesium sulfate and then evaporated to give 60 g of 2,3,5,5,8,8-hexamethyl-5,6,7,8-tetrahydronaphthalene as a brown oil. The reactants are compound, C([O-])(O)=O.[Na+] (sodium bicarbonate), CN(C=O)C (dimethyformamide), C(C1=CC=CC=C1)Br (benzyl bromide), CN(C=O)C (dimethylformamide). Conditions: temperature 25 celsius, time 48 hour. The product is O[C@H](C(=O)OCC1=CC=CC=C1)CC1=CC=CC=C1 ((S)-α-Hydroxybenzenepropanoic acid, phenylmethyl ester). Reaction SMILES: [C:1](=[O:4])(O)[O-:2].[Na+].[CH2:6](Br)[C:7]1[CH:12]=[CH:11][CH:10]=[CH:9][CH:8]=1.CN(C)[CH:16]=[O:17]>>[OH:17][C@@H:16]([CH2:6][C:7]1[CH:12]=[CH:11][CH:10]=[CH:9][CH:8]=1)[C:1]([O:2][CH2:6][C:7]1[CH:12]=[CH:11][CH:10]=[CH:9][CH:8]=1)=[O:4] |f:0.1|. Reported procedure: To mixture of the title A compound (9.97 g, 60 mmols) and sodium bicarbonate (10 g, 120 mmols) in dimethyformamide (50 mL) was added a solution of benzyl bromide (7.13 mL, 60 mmols) in dimethylformamide (10 mL). The mixture was stirred at 25° C. under argon for 48 hours, after which it was concentrated in vacuo. The residue was dissolved in ethyl acetate and washed with water, saturated sodium bicarbonate solution, and brine, dried over anhydrous magnesium sulfate, and concentrated. The residue ... Reactants: [N+](=O)([O-])C1=CC2=C(OC(O2)(C(F)(F)F)CC(F)(F)F)C=C1 (5-Nitro-2-(2,2,2-trifluoroethyl)-2-trifluoromethyl-1,3-benzodioxole), [H][H] (hydrogen). Reagents/catalysts: catalyst. Solvent: O1CCCC1 (tetrahydrofuran). The product is NC1=CC2=C(OC(O2)(C(F)(F)F)CC(F)(F)F)C=C1 (5-Amino-2-(2,2,2-trifluoroethyl)-2-trifluoromethyl-1,3-benzodioxole). The yield is 71.2%. As a reaction SMILES: [N+:1]([C:4]1[CH:21]=[CH:20][C:7]2[O:8][C:9]([CH2:15][C:16]([F:19])([F:18])[F:17])([C:11]([F:14])([F:13])[F:12])[O:10][C:6]=2[CH:5]=1)([O-])=O.[H][H]>O1CCCC1>[NH2:1][C:4]1[CH:21]=[CH:20][C:7]2[O:8][C:9]([CH2:15][C:16]([F:19])([F:18])[F:17])([C:11]([F:12])([F:13])[F:14])[O:10][C:6]=2[CH:5]=1. Procedure: 57.4 g of the product from Example 15a were dissolved in 400 ml of tetrahydrofuran and hydrogenated in the presence of 4 g of catalyst (palladium on carbon, 10% by weight) for 5 hours at 30° C. at 50 bar with hydrogen. The mixture was then filtered, the solvent removed, and the remaining filtrate distilled under a high vacuum. 37 g of product (=63% of theory) were obtained with a boiling point of 83° C. at 0.07 mbar. 19F-NMR: -59.0 and -84.6 ppm; 1H-NMR: 2.98 ppm.